Dataset: the Open Reaction Database (ORD), a public repository of structured organic reaction records. Task: describe an organic reaction: reactants, conditions, products, and yield Starting materials: BrC=1C=CC(=NC1)C1(CCOCC1)C#N (4-(5-Bromopyridin-2-yl)tetrahydro-2H-pyran-4-carbonitrile), C([O-])([O-])=O.[K+].[K+] (potassium carbonate). Run in Cl (hydrochloric acid). Reaction conditions: temperature 100 celsius, time 3 day. Product: BrC=1C=CC(=NC1)C1CCOCC1 (4-(5-Bromopyridin-2-yl)tetrahydro-2H-pyran). The yield is 57.9%. Reaction SMILES: [Br:1][C:2]1[CH:3]=[CH:4][C:5]([C:8]2(C#N)[CH2:13][CH2:12][O:11][CH2:10][CH2:9]2)=[N:6][CH:7]=1.C(=O)([O-])[O-].[K+].[K+]>Cl>[Br:1][C:2]1[CH:3]=[CH:4][C:5]([CH:8]2[CH2:13][CH2:12][O:11][CH2:10][CH2:9]2)=[N:6][CH:7]=1 |f:1.2.3|. Reported procedure: 4-(5-Bromopyridin-2-yl)tetrahydro-2H-pyran-4-carbonitrile (2 g) described in Reference Example 87 in concentrated hydrochloric acid (10 ml) was stirred at 100° C. for 3 days. After completion of the reaction, a saturated aqueous solution of potassium carbonate was added to alkalify the mixture, and extracted with ethyl acetate. The organic layer was dried over anhydrous magnesium sulfate, and then the solvent was evaporated to give the titled compound (1.05 g) as a white solid.